This data is from the Open Reaction Database (ORD), a public repository of structured organic reaction records. The task is: describe an organic reaction: reactants, conditions, products, and yield The reactants are N#N (N2), C(C)(=O)C1=CC=C(O1)CN1N=C(C=C1)NC(=O)C=1N=COC1C1=CC(=CC=C1)CO (5-(3-hydroxymethyl-phenyl)-oxazole-4-carboxylic acid [1-(5-acetyl-furan-2-ylmethyl)-1H-pyrazol-3-yl]-amide), CCN(C(C)C)C(C)C (DIPEA), CS(=O)(=O)Cl (methanesulfonyl chloride), CNC (dimethylamine), solution, C(=O)(O)[O-].[Na+] (NaHCO3). Solvent: C(Cl)Cl (CH2Cl2), C1CCOC1 (THF), CC(OCC)=O (EA). Reaction conditions: time 8 hour. Yields the product C(C)(=O)C1=CC=C(O1)CN1N=C(C=C1)NC(=O)C=1N=COC1C1=CC(=CC=C1)CN(C)C (5-(3-Dimethylaminomethyl-phenyl)-oxazole-4-carboxylic acid [1-(5-acetyl-furan-2-ylmethyl)-1H-pyrazol-3-yl]-amide). Reaction SMILES: N#N.[C:3]([C:6]1[O:10][C:9]([CH2:11][N:12]2[CH:16]=[CH:15][C:14]([NH:17][C:18]([C:20]3[N:21]=[CH:22][O:23][C:24]=3[C:25]3[CH:30]=[CH:29][CH:28]=[C:27]([CH2:31]O)[CH:26]=3)=[O:19])=[N:13]2)=[CH:8][CH:7]=1)(=[O:5])[CH3:4].C[CH2:34][N:35](C(C)C)[CH:36](C)C.CS(Cl)(=O)=O.CNC.C([O-])(O)=O.[Na+]>C(Cl)Cl.C1COCC1.CC(=O)OCC>[C:3]([C:6]1[O:10][C:9]([CH2:11][N:12]2[CH:16]=[CH:15][C:14]([NH:17][C:18]([C:20]3[N:21]=[CH:22][O:23][C:24]=3[C:25]3[CH:30]=[CH:29][CH:28]=[C:27]([CH2:31][N:35]([CH3:36])[CH3:34])[CH:26]=3)=[O:19])=[N:13]2)=[CH:8][CH:7]=1)(=[O:5])[CH3:4] |f:5.6|. Procedure: In a flame dried round-bottomed flask equipped with a magnetic stir bar and under inert atmosphere (N2), a solution of 5-(3-hydroxymethyl-phenyl)-oxazole-4-carboxylic acid [1-(5-acetyl-furan-2-ylmethyl)-1H-pyrazol-3-yl]-amide (75 mg, 0.19 mmol) in CH2Cl2 (2.0 mL) was treated with DIPEA (0.05 mL, 0.28 mmol) followed by methanesulfonyl chloride (0.02 mL, 0.22 mmol). The reaction mixture was stirred for at rt 2.5 h before dimethylamine (0.9 mL of a 2N solution in THF, 1.8 mmol) was added and the re... Reactants: BrC=1C=C(C(=NC1)NC1=CC(=CC=C1)CN1CCOCC1)[N+](=O)[O-] (N-(5-bromo-3-nitropyridin-2-yl)-N-[3-(morpholin-4-ylmethyl)phenyl]amine), Maleate salt, C(C)(=O)OCC (ethyl acetate). Product: BrC=1C=C2C(=NC1)N(C=N2)C2=CC(=CC=C2)CN2CCOCC2 (6-Bromo-3-[3-(morpholin-4-ylmethyl)phenyl]-3H-imidazo[4,5-b]pyridine). RXN SMILES: [Br:1][C:2]1[CH:3]=[C:4]([N+:22]([O-])=O)[C:5]([NH:8][C:9]2[CH:14]=[CH:13][CH:12]=[C:11]([CH2:15][N:16]3[CH2:21][CH2:20][O:19][CH2:18][CH2:17]3)[CH:10]=2)=[N:6][CH:7]=1.[C:25](OCC)(=O)C>>[Br:1][C:2]1[CH:3]=[C:4]2[N:22]=[CH:25][N:8]([C:9]3[CH:14]=[CH:13][CH:12]=[C:11]([CH2:15][N:16]4[CH2:21][CH2:20][O:19][CH2:18][CH2:17]4)[CH:10]=3)[C:5]2=[N:6][CH:7]=1. Procedure: 6-Bromo-3-[3-(morpholin-4-ylmethyl)phenyl]-3H-imidazo[4,5-b]pyridine was prepared from N-(5-bromo-3-nitropyridin-2-yl)-N-[3-(morpholin-4-ylmethyl)phenyl]amine as described in Example 1. Maleate salt, cream-coloured powder, m.p. 176-178° C. (from ethyl acetate); δH (400 MHz, d6-DMSO @ 340K) 2.64-2.68 (4H, m), 3.68-3.72 (4H, m), 4.00 (2H, s), 6.13 (2H, s), 7.51 (1H, d, J 8), 7.64 (1H, t, J 8), 7.89 (1H, d, J 8), 7.94 (1H, s), 8.47 (1H, d, J 2), 8.52 (1H, d, J 2), 8.89 (1H, s); m/z (ES+) 373 and 37... Starting materials: C1(=CC=CC=C1)S(=O)(=O)N1C2=C(CC(CC1)NC(OC(C)(C)C)=O)C=CC=C2 (tert-butyl 1-(phenylsulfonyl)-2,3,4,5-tetrahydro-1H-benzo[b]azepin-4-ylcarbamate), Cl (HCl). Run in ClCCl (dichloromethane). Conditions: time 20 hour. The product is C1(=CC=CC=C1)S(=O)(=O)N1C2=C(CC(CC1)N)C=CC=C2 (1-(phenylsulfonyl)-2,3,4,5-tetrahydro-1H-benzo[b]azepin-4-amine). As a reaction SMILES: [C:1]1([S:7]([N:10]2[CH2:16][CH2:15][CH:14]([NH:17]C(=O)OC(C)(C)C)[CH2:13][C:12]3[CH:25]=[CH:26][CH:27]=[CH:28][C:11]2=3)(=[O:9])=[O:8])[CH:6]=[CH:5][CH:4]=[CH:3][CH:2]=1.Cl>ClCCl>[C:1]1([S:7]([N:10]2[CH2:16][CH2:15][CH:14]([NH2:17])[CH2:13][C:12]3[CH:25]=[CH:26][CH:27]=[CH:28][C:11]2=3)(=[O:8])=[O:9])[CH:6]=[CH:5][CH:4]=[CH:3][CH:2]=1. Procedure: To a solution of 1 tert-butyl 1-(phenylsulfonyl)-2,3,4,5-tetrahydro-1H-benzo[b]azepin-4-ylcarbamate in dichloromethane (2 mL) was added HCl (4 M in 1,4-dioxane, 2 mL, 8.0 mmol). The mixture was stirred at room temperature for 20 hours before being filtered and evaporated to dryness to yield 1-(phenylsulfonyl)-2,3,4,5-tetrahydro-1H-benzo[b]azepin-4-amine. Reactants: COC(C[C@@H]1COC2=C1C=CC(=C2)O[C@@H]2CCC1=C(C=CC(=C21)F)O)=O ({(S)-6-[(R)-7-fluoro-4-hydroxy-indan-1-yloxy]-2,3-dihydro-benzofuran-3-yl}-acetic acid methyl ester), C(#N)C1=C(C=C(C=C1)B(O)O)OC (4-cyano-3-methoxy-phenylboronic acid), Intermediate 6. Product: COC(C[C@@H]1COC2=C1C=CC(=C2)O[C@@H]2CCC1=C(C=CC(=C21)F)OC2=CC(=C(C=C2)C#N)OC)=O ({(S)-6-[(R)-4-(4-Cyano-3-methoxy-phenoxy)-7-fluoro-indan-1-yloxy]-2,3-dihydro-benzofuran-3-yl}-acetic acid methyl ester). RXN SMILES: [CH3:1][O:2][C:3](=[O:26])[CH2:4][C@H:5]1[C:9]2[CH:10]=[CH:11][C:12]([O:14][C@H:15]3[C:23]4[C:18](=[C:19]([OH:25])[CH:20]=[CH:21][C:22]=4[F:24])[CH2:17][CH2:16]3)=[CH:13][C:8]=2[O:7][CH2:6]1.[C:27]([C:29]1[CH:34]=[CH:33][C:32](B(O)O)=[CH:31][C:30]=1[O:38][CH3:39])#[N:28]>>[CH3:1][O:2][C:3](=[O:26])[CH2:4][C@H:5]1[C:9]2[CH:10]=[CH:11][C:12]([O:14][C@H:15]3[C:23]4[C:18](=[C:19]([O:25][C:32]5[CH:33]=[CH:34][C:29]([C:27]#[N:28])=[C:30]([O:38][CH3:39])[CH:31]=5)[CH:20]=[CH:21][C:22]=4[F:24])[CH2:17][CH2:16]3)=[CH:13][C:8]=2[O:7][CH2:6]1. Reported procedure: The title compound is prepared from {(S)-6-[(R)-7-fluoro-4-hydroxy-indan-1-yloxy]-2,3-dihydro-benzofuran-3-yl}-acetic acid methyl ester and 4-cyano-3-methoxy-phenylboronic acid following a procedure analogous to that described for Intermediate 6. LC (method 6): tR=1.18 min; Mass spectrum (ESI+): m/z=490 [M+H]+. Starting materials: C(C)OCOC1CC2C(N(CCCCC=CC3CC3(NC(C2C1)=O)C(=O)NS(=O)(=O)C1(CC1)C)C)=O (1-Methyl-cyclopropanesulfonic acid (17-ethoxymethoxy-13-methyl-2,14-dioxo-3,13-diaza-tricyclo[13.3.0.0*4,6*]octadec-7-ene-4-carbonyl)-amide), Cl (hydrochloric acid), C(O)([O-])=O.[Na+] (sodium hydrogen carbonate). The solvent is C1CCOC1.CO.O (THF methanol H2O). Reaction conditions: time 6.5 hour. The product is OC1CC2C(N(CCCCC=CC3CC3(NC(C2C1)=O)C(=O)NS(=O)(=O)C1(CC1)C)C)=O (1-Methyl-cyclopropanesulfonic acid (17-hydroxy-13-methyl-2,14-dioxo-3,13-diaza-tricyclo[13.3.0.0*4,6*]octadec-7-ene-4-carbonyl)-amide). The yield is 93.6%. RXN SMILES: C(OC[O:5][CH:6]1[CH2:23][CH:22]2[CH:8]([C:9](=[O:36])[N:10]([CH3:35])[CH2:11][CH2:12][CH2:13][CH2:14][CH:15]=[CH:16][CH:17]3[C:19]([C:25]([NH:27][S:28]([C:31]4([CH3:34])[CH2:33][CH2:32]4)(=[O:30])=[O:29])=[O:26])([NH:20][C:21]2=[O:24])[CH2:18]3)[CH2:7]1)C.Cl.C(=O)([O-])O.[Na+]>C1COCC1.CO.O>[OH:5][CH:6]1[CH2:23][CH:22]2[CH:8]([C:9](=[O:36])[N:10]([CH3:35])[CH2:11][CH2:12][CH2:13][CH2:14][CH:15]=[CH:16][CH:17]3[C:19]([C:25]([NH:27][S:28]([C:31]4([CH3:34])[CH2:33][CH2:32]4)(=[O:30])=[O:29])=[O:26])([NH:20][C:21]2=[O:24])[CH2:18]3)[CH2:7]1 |f:2.3,4.5.6|. Reported procedure: To a stirred solution of the cyclopropylmethyl derivative (119) (0.38 g, 0.72 mmol) in 1:1:1 THF-methanol-H2O (6 ml) was added conc. hydrochloric acid (0.89 ml), then stirred at r for 6.5 h. The reaction mixture was then neutralized using sodium hydrogen carbonate (approx. 0.9 g solid) and concentrated into approx. half the volume. The residue was partitioned between aq. 10% citric acid (40 ml) and dichloromethane (10 ml). The water layer was washed with dichloromethane (3×10 ml), and the combin... Starting materials: CCN(C(C)C)C(C)C (DIEA), C1CO1 (ethylene oxide), CC(C(C1OC(C(C(C1O)O)O)SC)NC(=O)C1NCC(C1)CCCCC)C (4-pentyl-pyrrolidine-2-carboxylic acid [2-methyl-1-(3,4,5-trihydroxy-6-methylsulfanyl-tetrahydro-pyran-2-yl)-propyl]-amide), Example 10. The solvent is CO (methanol). Reaction conditions: temperature -4 celsius, time 18 hour. The product is CC(C(C1OC(C(C(C1O)O)O)SC)NC(=O)C1N(CC(C1)CCCCC)CCO)C (1-(2-Hydroxy-ethyl)-4-pentyl-pyrrolidine-2-carboxylic acid [2-methyl-1-(3,4,5-trihydroxy-6-methylsulfanyl-tetrahydro-pyran-2-yl)-propyl]-amide). The yield is 30.2%. As a reaction SMILES: CCN(C(C)C)C(C)C.[CH2:10]1[O:12][CH2:11]1.[CH3:13][CH:14]([CH3:40])[CH:15]([NH:27][C:28]([CH:30]1[CH2:34][CH:33]([CH2:35][CH2:36][CH2:37][CH2:38][CH3:39])[CH2:32][NH:31]1)=[O:29])[CH:16]1[CH:21]([OH:22])[CH:20]([OH:23])[CH:19]([OH:24])[CH:18]([S:25][CH3:26])[O:17]1>CO>[CH3:13][CH:14]([CH3:40])[CH:15]([NH:27][C:28]([CH:30]1[CH2:34][CH:33]([CH2:35][CH2:36][CH2:37][CH2:38][CH3:39])[CH2:32][N:31]1[CH2:10][CH2:11][OH:12])=[O:29])[CH:16]1[CH:21]([OH:22])[CH:20]([OH:23])[CH:19]([OH:24])[CH:18]([S:25][CH3:26])[O:17]1. Procedure details: DIEA (0.1 mL, 0.57 mmol) and liquid ethylene oxide (3 mL) were added to a stirred solution of crude 4-pentyl-pyrrolidine-2-carboxylic acid [2-methyl-1-(3,4,5-trihydroxy-6-methylsulfanyl-tetrahydro-pyran-2-yl)-propyl]-amide, prepared as in Example 10 (237.4 mg), in anhydrous methanol (10 mL), at 0° C. and under nitrogen. The resulting solution was stirred at −4° C. for 18 h and evaporated to dryness. The residue obtained was purified by chromatography over silica gel with an eluent of 5% methanol... The reactants are ClC=1C(=C(C(=C(C1)C(C)=O)OCC)I)F (1-(5-Chloro-2-ethoxy-4-fluoro-3-iodophenyl)ethanone), [C-]#N.[K+] (potassium cyanide). Run in CN(C)C=O (DMF), O (water). Product: C(C)(=O)C1=C(C(=C(C#N)C(=C1)Cl)I)OCC (4-Acetyl-6-chloro-3-ethoxy-2-iodobenzonitrile). The yield is 77.9%. As a reaction SMILES: [Cl:1][C:2]1[C:3](F)=[C:4]([I:14])[C:5]([O:11][CH2:12][CH3:13])=[C:6]([C:8](=[O:10])[CH3:9])[CH:7]=1.[C-:16]#[N:17].[K+]>CN(C=O)C.O>[C:8]([C:6]1[CH:7]=[C:2]([Cl:1])[C:3]([C:16]#[N:17])=[C:4]([I:14])[C:5]=1[O:11][CH2:12][CH3:13])(=[O:10])[CH3:9] |f:1.2|. Reported procedure: A solution of 1-(5-chloro-2-ethoxy-4-fluoro-3-iodophenyl)ethanone (1.0 g, 2.9 mmol, from Example 211, Step 1) and potassium cyanide (0.29 g, 4.4 mmol) in DMF (11 mL) was stirred at 40° C. for 3 hours. The reaction mixture was diluted with water (100 mL) and extracted with EtOAc (2×75 mL). The combined organic layers were washed with brine, dried over sodium sulfate, filtered, and concentrated to a crude orange oil. The crude material was dissolved in 1:1 hexane/dichloromethane and purified by fl... Reactants: C=1(O)C(O)=CC=CC1 (Catechol), C([O-])([O-])=O.[K+].[K+] (potassium carbonate), FC1=C(C=CC(=C1)F)[N+](=O)[O-] (2,4-difluoronitrobenzene). Run in C(C)#N (acetonitrile), [Cl-].[Na+].O (brine), hexanes, C(Cl)Cl (methylene chloride). Conditions: temperature 28 celsius, time 24 hour. Product: FC=1C=CC(=C(OC2=C(C=CC=C2)O)C1)[N+](=O)[O-] (o-(5-Fluoro-2-nitrophenoxy)phenol). Isolated yield 55.0%. As a reaction SMILES: [C:1]1([C:3](=[CH:5][CH:6]=[CH:7][CH:8]=1)[OH:4])[OH:2].C(=O)([O-])[O-].[K+].[K+].F[C:16]1[CH:21]=[C:20]([F:22])[CH:19]=[CH:18][C:17]=1[N+:23]([O-:25])=[O:24]>C(#N)C.[Cl-].[Na+].O.C(Cl)Cl>[F:22][C:20]1[CH:19]=[CH:18][C:17]([N+:23]([O-:25])=[O:24])=[C:16]([CH:21]=1)[O:2][C:1]1[CH:8]=[CH:7][CH:6]=[CH:5][C:3]=1[OH:4] |f:1.2.3,6.7.8|. Procedure: Catechol (103.8 g, 0.94 mol) and potassium carbonate (129.9 g, 0.94 mol) are added to a solution of 2,4-difluoronitrobenzene (50.0 g, 0.314 mol) in acetonitrile. The reaction mixture is stirred at 28° C. for 24 hours, poured into brine and extracted with ether. The organic extract is washed with brine, dried over anhydrous sodium sulfate and concentrated in vacuo to obtain a brown gum. Flash chromatography of the gum using silica gel and a 10% hexanes in methylene chloride solution gives the tit...